describe an organic reaction: reactants, conditions, products, and yield From a dataset of the Open Reaction Database (ORD), a public repository of structured organic reaction records. The reactants are NC=1C=C2C=C(C=NC2=C(C1)C)Br (6-Amino-3-bromo-8-methylquinoline), O (water), O (water). Solvent: P(O)(O)(O)=O (phosphoric acid). Conditions: temperature 180 celsius. Yields the product BrC=1C=NC2=C(C=C(C=C2C1)O)C (3-bromo-8-methyl-6-hydroxyquinoline). RXN SMILES: N[C:2]1[CH:3]=[C:4]2[C:9](=[C:10]([CH3:12])[CH:11]=1)[N:8]=[CH:7][C:6]([Br:13])=[CH:5]2.[OH2:14]>P(=O)(O)(O)O>[Br:13][C:6]1[CH:7]=[N:8][C:9]2[C:4]([CH:5]=1)=[CH:3][C:2]([OH:14])=[CH:11][C:10]=2[CH3:12]. Procedure details: 6-Amino-3-bromo-8-methylquinoline (12 g) (preparation described in Journal of the American Chemical Society (1955), pages 4175-4176) is suspended in a mixture of water (5 ml) and phosphoric acid (60 ml) and heated in a sealed glass tube to 180° C. for 3 days. The mixture is cooled to ambient temperature, diluted with water then taken to pH 3-4 with aqueous (2M) Starting materials: ClCCCSc1ccc2cc(Cl)ccc2c1, [H-], [Na+], CC(C)(C)OC(=O)N1CCNC(=O)C1, CN(C)C=O, O. The product is CC(C)(C)OC(=O)N1CCN(CCCSc2ccc3cc(Cl)ccc3c2)C(=O)C1. Reaction SMILES: [Cl:17][c:18]1[cH:19][c:20]2[cH:21][cH:22][c:23]([S:28][CH2:29][CH2:30][CH2:31][Cl:32])[cH:24][c:25]2[cH:26][cH:27]1.[H-:15].[Na+:16].[O:1]=[C:2]1[CH2:3][N:4]([C:8](=[O:9])[O:10][C:11]([CH3:12])([CH3:13])[CH3:14])[CH2:5][CH2:6][NH:7]1.[O:34]=[CH:35][N:36]([CH3:37])[CH3:38].[OH2:33]>>[O:1]=[C:2]1[CH2:3][N:4]([C:8](=[O:9])[O:10][C:11]([CH3:12])([CH3:13])[CH3:14])[CH2:5][CH2:6][N:7]1[CH2:31][CH2:30][CH2:29][S:28][c:23]1[cH:22][cH:21][c:20]2[cH:19][c:18]([Cl:17])[cH:27][cH:26][c:25]2[cH:24]1. The reactants are C([O-])([O-])=O.[K+].[K+] (potassium carbonate), N1C=NC=C1 (imidazole), ClCCCO (3-chloro-1-propanol). The solvent is O1CCOCC1 (dioxane). Yields the product OCCCN1C=NC=C1 (1-(3-hydroxypropyl)imidazole). As a reaction SMILES: [NH:1]1[CH:5]=[CH:4][N:3]=[CH:2]1.C(=O)([O-])[O-].[K+].[K+].Cl[CH2:13][CH2:14][CH2:15][OH:16]>O1CCOCC1>[OH:16][CH2:15][CH2:14][CH2:13][N:1]1[CH:5]=[CH:4][N:3]=[CH:2]1 |f:1.2.3|. Procedure: To a solution of 1.7 g of imidazole dissolved in 125 ml of dioxane was added 17.25 g of potassium carbonate, and further, 13.8 ml of 3-chloro-1-propanol was added dropwise, followed by heating under reflux for 7.5 hours. The reaction mixture obtained was filtrated to remove potassium carbonate, the reaction stopped by an addition of water, and the pH adjusted to 2.5 before the reaction mixture was applied to an ion exchange column (Dowex 50 (hydrogen ion form)). Elution was effected successively...